The task is: describe an organic reaction: reactants, conditions, products, and yield. This data is from the Open Reaction Database (ORD), a public repository of structured organic reaction records. Starting materials: Cc1ccccc1, ClP(Cl)(Cl)(Cl)Cl, CCC(=O)Nc1ccccc1C(F)(F)F. Yields the product CCC(Cl)=Nc1ccccc1C(F)(F)F. RXN SMILES: [CH3:22][c:23]1[cH:24][cH:25][cH:26][cH:27][cH:28]1.[Cl:16][P:17]([Cl:18])([Cl:19])([Cl:20])[Cl:21].[F:1][C:2]([c:3]1[c:4]([NH:9][C:10]([CH2:11][CH3:12])=[O:13])[cH:5][cH:6][cH:7][cH:8]1)([F:14])[F:15]>>[F:1][C:2]([c:3]1[c:4]([N:9]=[C:10]([CH2:11][CH3:12])[Cl:16])[cH:5][cH:6][cH:7][cH:8]1)([F:14])[F:15]. The reactants are COC(=O)C1C(N(C2=CC=C(C=C12)C1(OCCO1)C)CC)=O (1-ethyl-5-(2-methyl-[1,3]dioxolan-2-yl)-2-oxo-2,3-dihydro-1H-indole-3-carboxylic acid methyl ester), NC=1C=C(C(=O)NC2=CC=C(C=C2)C)C=CC1 (3-amino-N-(p-tolyl)-benzamide). Yields the product C1(=CC=C(C=C1)NC(=O)C=1C=C(C=CC1)NC(=O)C1C(N(C2=CC=C(C=C12)C(C)=O)CC)=O)C (5-Acetyl-1-ethyl-2-oxo-2,3-dihydro-1H-indole-3-carboxylic acid (3-p-tolylcarbamoylphenyl)-amide). As a reaction SMILES: CO[C:3]([CH:5]1[C:13]2[C:8](=[CH:9][CH:10]=[C:11]([C:14]3([CH3:19])[O:18]CCO3)[CH:12]=2)[N:7]([CH2:20][CH3:21])[C:6]1=[O:22])=[O:4].[NH2:23][C:24]1[CH:25]=[C:26]([CH:37]=[CH:38][CH:39]=1)[C:27]([NH:29][C:30]1[CH:35]=[CH:34][C:33]([CH3:36])=[CH:32][CH:31]=1)=[O:28]>>[C:33]1([CH3:36])[CH:32]=[CH:31][C:30]([NH:29][C:27]([C:26]2[CH:25]=[C:24]([NH:23][C:3]([CH:5]3[C:13]4[C:8](=[CH:9][CH:10]=[C:11]([C:14](=[O:18])[CH3:19])[CH:12]=4)[N:7]([CH2:20][CH3:21])[C:6]3=[O:22])=[O:4])[CH:39]=[CH:38][CH:37]=2)=[O:28])=[CH:35][CH:34]=1. Procedure details: Prepared as in Example 1 from 1-ethyl-5-(2-methyl-[1,3]dioxolan-2-yl)-2-oxo-2,3-dihydro-1H-indole-3-carboxylic acid methyl ester and 3-amino-N-(p-tolyl)-benzamide. Purified by trituration in ethyl acetate hexanes. mp 168 dec.